From a dataset of the Open Reaction Database (ORD), a public repository of structured organic reaction records. describe an organic reaction: reactants, conditions, products, and yield Starting materials: ClC=1C=C2C(=NC1)N(C(C2(C2=C(C=CC(=C2)C)OC)O)=O)S(=O)(=O)C2=C(C=C(C=C2)OC)OC (5-chloro-1-[(2,4-dimethoxyphenyl)sulfonyl]-3-hydroxy-3-(2-methoxy-5-methylphenyl)-1,3-dihy dro-2H-pyrrolo[2,3-b]pyridin-2-one), CS(=O)(=O)OS(=O)(=O)C (methane sulfonic acid anhydride), FC(C(=O)O)(F)F.O[C@@H]1C[C@H](NC1)C(=O)N(C)C ((4R)-4-hydroxy-N,N-dimethyl-L-prolinamide trifluoroacetate), [NH4+].[Cl-] (NH4Cl). Solvent: C(Cl)(Cl)Cl (CHCl3), CCN(CC)CC (Et3N), C(Cl)(Cl)Cl (CHCl3), CCN(CC)CC (Et3N). Reaction conditions: time 20 minute. Yields the product ClC=1C=C2C(=NC1)N(C(C2(C2=C(C=CC(=C2)C)OC)N2[C@H](C(=O)N(C)C)C[C@H](C2)O)=O)S(=O)(=O)C2=C(C=C(C=C2)OC)OC ((4R)-1-[5-chloro-1-[(2,4-dimethoxyphenyl)sulfonyl]-3-(2-methoxy-5-methylphenyl)-2-oxo-2,3-dihydro-1H-pyrrolo[2,3-b]pyridin-3-yl]-4-hydroxy-N,N-dimethyl-L-prolinamide). RXN SMILES: [Cl:1][C:2]1[CH:3]=[C:4]2[C:10](O)([C:11]3[CH:16]=[C:15]([CH3:17])[CH:14]=[CH:13][C:12]=3[O:18][CH3:19])[C:9](=[O:21])[N:8]([S:22]([C:25]3[CH:30]=[CH:29][C:28]([O:31][CH3:32])=[CH:27][C:26]=3[O:33][CH3:34])(=[O:24])=[O:23])[C:5]2=[N:6][CH:7]=1.CS(OS(C)(=O)=O)(=O)=O.FC(F)(F)C(O)=O.[OH:51][C@H:52]1[CH2:56][NH:55][C@H:54]([C:57]([N:59]([CH3:61])[CH3:60])=[O:58])[CH2:53]1.[NH4+].[Cl-]>C(Cl)(Cl)Cl.CCN(CC)CC>[Cl:1][C:2]1[CH:3]=[C:4]2[C:10]([N:55]3[CH2:56][C@H:52]([OH:51])[CH2:53][C@H:54]3[C:57]([N:59]([CH3:61])[CH3:60])=[O:58])([C:11]3[CH:16]=[C:15]([CH3:17])[CH:14]=[CH:13][C:12]=3[O:18][CH3:19])[C:9](=[O:21])[N:8]([S:22]([C:25]3[CH:30]=[CH:29][C:28]([O:31][CH3:32])=[CH:27][C:26]=3[O:33][CH3:34])(=[O:23])=[O:24])[C:5]2=[N:6][CH:7]=1 |f:2.3,4.5|. Procedure details: To a solution of 500 mg of the compound obtained in Step 119-1 and 200 mg of Et3N in CHCl3 (5 ml) was added 207 mg of methane sulfonic acid anhydride under ice cooling. The solution was stirred at the same temperature for 20 minutes, then, 1.90 g of Et3N was added. Thereafter, a solution of (4R)-4-hydroxy-N,N-dimethyl-L-prolinamide trifluoroacetate (4.95 mmol) in CHCl3 (5 ml) was added dropwise at the same temperature. The solution was stirred at the same temperature for one hour, then, was grad... Reactants: C1(=CC=CC=C1)C1NCCC1 (2-phenylpyrrolidine), ClC1=CC=C(CN2C(=CC3=CC=CC=C23)C(=O)N2CCC(CC2)C(=O)O)C=C1 (1-(1-(4-chlorobenzyl)-1H-indole-2-carbonyl)piperidine-4-carboxylic acid), C=1C=CC2=C(C1)N=NN2O (HOBT), CCN(C(C)C)C(C)C (DIPEA), C(CCl)Cl (EDC). Run in C(Cl)Cl (DCM), C(C)(=O)OCC (ethyl acetate). Conditions: time 18 hour. The product is ClC1=CC=C(CN2C(=CC3=CC=CC=C23)C(=O)N2CCC(CC2)C(=O)N2C(CCC2)C2=CC=CC=C2)C=C1 ((1-(4-chlorobenzyl)-1H-indol-2-yl)(4-(2-phenylpyrrolidine-1-carbonyl)piperidin-1-yl)methanone). Reaction SMILES: [Cl:1][C:2]1[CH:28]=[CH:27][C:5]([CH2:6][N:7]2[C:15]3[C:10](=[CH:11][CH:12]=[CH:13][CH:14]=3)[CH:9]=[C:8]2[C:16]([N:18]2[CH2:23][CH2:22][CH:21]([C:24](O)=[O:25])[CH2:20][CH2:19]2)=[O:17])=[CH:4][CH:3]=1.CCN(C(C)C)C(C)C.C(Cl)CCl.C1C=CC2N(O)N=NC=2C=1.[C:52]1([CH:58]2[CH2:62][CH2:61][CH2:60][NH:59]2)[CH:57]=[CH:56][CH:55]=[CH:54][CH:53]=1>C(OCC)(=O)C.C(Cl)Cl>[Cl:1][C:2]1[CH:28]=[CH:27][C:5]([CH2:6][N:7]2[C:15]3[C:10](=[CH:11][CH:12]=[CH:13][CH:14]=3)[CH:9]=[C:8]2[C:16]([N:18]2[CH2:23][CH2:22][CH:21]([C:24]([N:59]3[CH2:60][CH2:61][CH2:62][CH:58]3[C:52]3[CH:57]=[CH:56][CH:55]=[CH:54][CH:53]=3)=[O:25])[CH2:20][CH2:19]2)=[O:17])=[CH:4][CH:3]=1. Procedure details: The following was added sequentially to DCM (2 mL): 1-(1-(4-chlorobenzyl)-1H-indole-2-carbonyl)piperidine-4-carboxylic acid (50 mg, 0.126 mmol), DIPEA (0.07 mL, 0.378 mmol), EDC (30 mg, 0.151 mmol), HOBT (24 mg, 0.151 mmol), and 2-phenylpyrrolidine (0.023 mL, 0.151 mmol). The mixture was stirred for 18 h at rt, at which time the solution diluted with a 1:1 solution of ethyl acetate:diethyl ether and washed with 1M HCl (1×), 10% aq. sodium carbonate (1×) and brine (1×). The organic phase was drie... Starting materials: C1(CC1)N[C@@H]1CC[C@H](CC1)CC(=O)OC (methyl 2-(trans-4-(cyclopropylamino)cyclohexyl)acetate), C(C)(C)N(CC)C(C)C (diisopropylethylamine), COC1=CC=C(C(=O)O)C=C1 (4-methoxybenzoic acid), O=C1OCCN1P(=O)(N1C(OCC1)=O)Cl (bis(2-oxo-3-oxazolidinyl)phosphinic chloride). Solvent: C(Cl)Cl (CH2Cl2), C(Cl)Cl (CH2Cl2). Conditions: time 8 hour. The product is C1(CC1)N(C(C1=CC=C(C=C1)OC)=O)[C@@H]1CC[C@H](CC1)CC(=O)OC (Methyl 2-(trans-4-(N-cyclopropyl-4-methoxybenzamido)cyclohexyl)acetate), oil. As a reaction SMILES: [CH:1]1([NH:4][C@H:5]2[CH2:10][CH2:9][C@H:8]([CH2:11][C:12]([O:14][CH3:15])=[O:13])[CH2:7][CH2:6]2)[CH2:3][CH2:2]1.C(N(C(C)C)CC)(C)C.[CH3:25][O:26][C:27]1[CH:35]=[CH:34][C:30]([C:31](O)=[O:32])=[CH:29][CH:28]=1.O=C1N(P(Cl)(N2CCOC2=O)=O)CCO1>C(Cl)Cl>[CH:1]1([N:4]([C@H:5]2[CH2:10][CH2:9][C@H:8]([CH2:11][C:12]([O:14][CH3:15])=[O:13])[CH2:7][CH2:6]2)[C:31](=[O:32])[C:30]2[CH:34]=[CH:35][C:27]([O:26][CH3:25])=[CH:28][CH:29]=2)[CH2:2][CH2:3]1. Reported procedure: To a solution of methyl 2-(trans-4-(cyclopropylamino)cyclohexyl)acetate (0.150 g, 0.710 mmol) in CH2Cl2 (2.5 mL) were added diisopropylethylamine (0.173 ml, 0.994 mmol), 4-methoxybenzoic acid (0.130 g, 0.852 mmol) and bis(2-oxo-3-oxazolidinyl)phosphinic chloride (0.470 g, 1.85 mmol) sequentially. The mixture was stirred at room temperature overnight, diluted with CH2Cl2 (50 mL), and then washed with 10% Na2CO3 and brine. The organic layer was dried over Na2SO4 and concentrated in vacuo. The crud... The reactants are CC(=O)O, COc1cccnc1, OO. Yields the product COc1ccc[n+]([O-])c1. As a reaction SMILES: [CH3:11][C:12](=[O:13])[OH:14].[CH3:1][O:2][c:3]1[cH:4][n:5][cH:6][cH:7][cH:8]1.[OH:9][OH:10]>>[CH3:1][O:2][c:3]1[cH:4][n+:5]([O-:9])[cH:6][cH:7][cH:8]1.